This data is from the Open Reaction Database (ORD), a public repository of structured organic reaction records. The task is: describe an organic reaction: reactants, conditions, products, and yield The reactants are O=C([O-])[O-], NC(=O)CI, [K+], [K+], CN(C)C=O, O, CN(Cc1ccc(NC(=O)C2=Cc3cc(-c4ccc(O)cc4)ccc3S(=O)(=O)CC2)cc1)C1CCOCC1. The product is CN(Cc1ccc(NC(=O)C2=Cc3cc(-c4ccc(OCC(N)=O)cc4)ccc3S(=O)(=O)CC2)cc1)C1CCOCC1. As a reaction SMILES: [C:39](=[O:40])([O-:41])[O-:42].[I:45][CH2:46][C:47](=[O:48])[NH2:49].[K+:43].[K+:44].[O:51]=[CH:52][N:53]([CH3:54])[CH3:55].[OH2:50].[OH:1][c:2]1[cH:3][cH:4][c:5](-[c:8]2[cH:9][cH:10][c:11]3[c:12]([cH:38]2)[CH:13]=[C:14]([C:20](=[O:21])[NH:22][c:23]2[cH:24][cH:25][c:26]([CH2:29][N:30]([CH:31]4[CH2:32][CH2:33][O:34][CH2:35][CH2:36]4)[CH3:37])[cH:27][cH:28]2)[CH2:15][CH2:16][S:17]3(=[O:18])=[O:19])[cH:6][cH:7]1>>[O:1]([c:2]1[cH:3][cH:4][c:5](-[c:8]2[cH:9][cH:10][c:11]3[c:12]([cH:38]2)[CH:13]=[C:14]([C:20](=[O:21])[NH:22][c:23]2[cH:24][cH:25][c:26]([CH2:29][N:30]([CH:31]4[CH2:32][CH2:33][O:34][CH2:35][CH2:36]4)[CH3:37])[cH:27][cH:28]2)[CH2:15][CH2:16][S:17]3(=[O:18])=[O:19])[cH:6][cH:7]1)[CH2:46][C:47](=[O:48])[NH2:49]. Starting materials: C(C)OC(C(=O)N(CC1=CC=C(C=C1)C(F)(F)F)CC=1C=CC2=C(C(=CO2)Br)C1)=O (ethyl{[(3-bromo-1-benzofuran-5-yl)methyl][4-(trifluoromethyl)benzyl]amino}(oxo)acetate), C#CCCCCCCCCCC (1-dodecyne). The product is C(C)OC(C(=O)N(CC1=CC=C(C=C1)C(F)(F)F)CC=1C=CC2=C(C(=CO2)C#CCCCCCCCCCC)C1)=O (ethyl{[(3-dodec-1-ynyl-1-benzofuran-5-yl)methyl][4-(trifluoromethyl)-benzyl]amino}(oxo)acetate). The yield is 34.0%. RXN SMILES: [CH2:1]([O:3][C:4](=[O:30])[C:5]([N:7]([CH2:19][C:20]1[CH:21]=[CH:22][C:23]2[O:27][CH:26]=[C:25](Br)[C:24]=2[CH:29]=1)[CH2:8][C:9]1[CH:14]=[CH:13][C:12]([C:15]([F:18])([F:17])[F:16])=[CH:11][CH:10]=1)=[O:6])[CH3:2].[CH:31]#[C:32][CH2:33][CH2:34][CH2:35][CH2:36][CH2:37][CH2:38][CH2:39][CH2:40][CH2:41][CH3:42]>>[CH2:1]([O:3][C:4](=[O:30])[C:5]([N:7]([CH2:19][C:20]1[CH:21]=[CH:22][C:23]2[O:27][CH:26]=[C:25]([C:31]#[C:32][CH2:33][CH2:34][CH2:35][CH2:36][CH2:37][CH2:38][CH2:39][CH2:40][CH2:41][CH3:42])[C:24]=2[CH:29]=1)[CH2:8][C:9]1[CH:14]=[CH:13][C:12]([C:15]([F:18])([F:17])[F:16])=[CH:11][CH:10]=1)=[O:6])[CH3:2]. Procedure: The same procedure as employed in the preparation of Example 226 (step c) but using ethyl{[(3-bromo-1-benzofuran-5-yl)methyl][4-(trifluoromethyl)benzyl]amino}(oxo)acetate and 1-dodecyne gave the title compound as a yellow oil (34%). HPLC (Condition A), Rt: 6.39 min (HPLC purity: 99.2%).